From a dataset of the Open Reaction Database (ORD), a public repository of structured organic reaction records. describe an organic reaction: reactants, conditions, products, and yield The reactants are [Si](C)(C)(C(C)(C)C)OCC(C[C@@H]1OC2=C(NC1=O)C=CC=C2)C ((S)-[3-(tert-Butyldimethylsilanyloxy)-2-methylpropyl]-4H-benzo[1,4]oxazin-3-one), CCCC[N+](CCCC)(CCCC)CCCC.[F-] (TBAF), C1CCOC1 (THF). The product is OC[C@H](CN1C(COC2=C1C=CC=C2)=O)C ((S)-4-(3-Hydroxy-2-methylpropyl]-4H-benzo[1,4]oxazin-3-one). The yield is 98.0%. RXN SMILES: [Si](OCC(C)C[C@H:12]1[C:17](=[O:18])[NH:16][C:15]2[CH:19]=[CH:20][CH:21]=[CH:22][C:14]=2[O:13]1)(C(C)(C)C)(C)C.CCCC[N+](C[CH2:38][CH2:39][CH3:40])(CCCC)CCCC.[F-].C1C[O:45][CH2:44]C1>>[OH:45][CH2:44][C@@H:39]([CH3:38])[CH2:40][N:16]1[C:15]2[CH:19]=[CH:20][CH:21]=[CH:22][C:14]=2[O:13][CH2:12][C:17]1=[O:18] |f:1.2|. Reported procedure: The compound (S)-4-[3-(tert-Butyldimethylsilanyloxy)-2-methylpropyl]-4H-benzo[1,4]oxazin-3-one (108LM24-21) (3.92 g, 11.7 mmol) and TBAF (4.78 g, 15.2 mmol) in THF (30 mL) were reacted according to GP3 to give the title compound (108LM26-23) (2.52 g, 98%). 1H NMR (CDCl3) δ 7.05-6.95 (m, 4H), 4.63 (s, CH2), 4.23 (dd, J=10.3 Hz, J=13.9 Hz, 1H), 3.56 (dd, J=4.8 Hz, J=13.9 Hz, 1H), 3.52-3.49 (m, 1H), 3.46-3.38 (m, 1H), 2.92-2.85 (m, 1H), 2.09-1.97 (m, 1H), 1.06 (d, J=7.3 Hz, CH3).